This data is from the Open Reaction Database (ORD), a public repository of structured organic reaction records. The task is: describe an organic reaction: reactants, conditions, products, and yield Reactants: C(CCC)[Li] (n-butyl lithium), CC(C)(C#C)O (2-methyl-3-butyne-2-ol), C1(CCCC1)=O (cyclopentanone). Solvent: O1CCCC1 (tetrahydrofuran), O1CCCC1 (tetrahydrofuran). Reaction conditions: temperature -78 celsius, time 1 hour. The product is OC(C#CC1(CCCC1)O)(C)C (1-(3-hydroxy-3-methylbut-1-ynyl)-cyclopentanol). Yield: 34.0%. Reaction SMILES: [CH3:1][C:2]([OH:6])([C:4]#[CH:5])[CH3:3].C([Li])CCC.[C:12]1(=[O:17])[CH2:16][CH2:15][CH2:14][CH2:13]1>O1CCCC1>[OH:6][C:2]([CH3:3])([CH3:1])[C:4]#[C:5][C:12]1([OH:17])[CH2:16][CH2:15][CH2:14][CH2:13]1. Procedure details: A solution of 2-methyl-3-butyne-2-ol (25 g, 0.297 mol) in tetrahydrofuran (250 ml) is cooled to −78° C. under a nitrogen atmosphere and n-butyl lithium (1.6 molar solution in hexanes, 410 ml, 0.65 mol) is added slowly over 1.5-2.0 hours. The reaction mixture is stirred for 1 hour at −78° C. and a solution of cyclopentanone (39 ml, 0.44 mol) in tetrahydrofuran (39 ml) is added. The reaction mixture is stirred at −78° C. for one hour and allowed to come to ambient temperature and stirred for 2-3 h... The reactants are C(=O)C=1C=C(C=CC1OC)B(O)O (3-formyl-4-methoxyphenylboronic acid), C(C)OCOCC (diethoxymethane), Cl.ClC1=CC=NC=C1 (4-chloropyridine hydrochloride), C1(=CC=CC=C1)P(C1=CC=CC=C1)C1=CC=CC=C1 (triphenylphosphine). Reagents/catalysts: CC(=O)[O-].CC(=O)[O-].[Pd+2] (Pd(OAc)2). Run in C(=O)([O-])[O-].[K+].[K+] (K2CO3). Conditions: temperature 80 celsius. Product: COC1=C(C=O)C=C(C=C1)C1=CC=NC=C1 (2-methoxy-5-(pyridin-4-yl)benzaldehyde). As a reaction SMILES: [CH:1]([C:3]1[CH:4]=[C:5](B(O)O)[CH:6]=[CH:7][C:8]=1[O:9][CH3:10])=[O:2].Cl.Cl[C:16]1[CH:21]=[CH:20][N:19]=[CH:18][CH:17]=1.C1(P(C2C=CC=CC=2)C2C=CC=CC=2)C=CC=CC=1.C(OCOCC)C>CC([O-])=O.CC([O-])=O.[Pd+2].C([O-])([O-])=O.[K+].[K+]>[CH3:10][O:9][C:8]1[CH:7]=[CH:6][C:5]([C:16]2[CH:21]=[CH:20][N:19]=[CH:18][CH:17]=2)=[CH:4][C:3]=1[CH:1]=[O:2] |f:1.2,5.6.7,8.9.10|. Procedure: To a 1 L 3-neck RB flask equipped with a N2 inlet, condenser and temperature probe is added 3-formyl-4-methoxyphenylboronic acid P15 (25.62 g, 142.38 mmol), 4-chloropyridine hydrochloride (23.65 g, 157.66 mmol), triphenylphosphine (3.77 g, 14.37 mmol), diethoxymethane (140 mL), and a solution of K2CO3 (2.7M, 150 mL). The yellow slurry is degassed with N2 for 10 minutes and Pd(OAc)2 (840.9 mg, 3.74 mmol) is added. The mixture is heated to 80° C. for 19 h. The layers are separated and the aqueous ... The reactants are [Br-].[K+] (Potassium bromide), N[C@H](CCCC)C(=O)O (D-norleucine), N(=O)[O-].[Na+] (sodium nitrite). Solvent: S(O)(O)(=O)=O (sulfuric acid). Run at temperature -10 celsius, time 1 hour. Product: Br[C@H](C(=O)O)CCCC ((S)-2-Bromohexanoic acid). Reaction SMILES: [Br-:1].[K+].N[C@@H:4]([C:9]([OH:11])=[O:10])[CH2:5][CH2:6][CH2:7][CH3:8].N([O-])=O.[Na+]>S(=O)(=O)(O)O>[Br:1][C@@H:4]([CH2:5][CH2:6][CH2:7][CH3:8])[C:9]([OH:11])=[O:10] |f:0.1,3.4|. Reported procedure: Potassium bromide (15.9 g., .133 mmol.) was added to a stirred solution of D-norleucine (5.0 g., 38 mmol.) in 2.5N sulfuric acid (77 ml.) at room temperature. The reaction mixture was cooled to -10° C. and solid sodium nitrite (3.94 g., 57 mmol.) was added portionwise, maintaining the temperature between -10° and -5° C. After addition was complete, the foamy reaction was stirred for 1 hour and then warmed to room temperature and stirred for another hour. The reaction mixture was then extracted t... Starting materials: [BH4-], CCO, CC(C(=O)c1ccc(O[Si](C(C)C)(C(C)C)C(C)C)c(F)c1)N1CCC(O)(c2ccc(Cl)cc2)CC1, [Na+]. Product: CC(C(O)c1ccc(O[Si](C(C)C)(C(C)C)C(C)C)c(F)c1)N1CCC(O)(c2ccc(Cl)cc2)CC1. Reaction SMILES: [BH4-:1].[CH3:39][CH2:40][OH:41].[F:3][c:4]1[cH:5][c:6]([C:21]([CH:22]([CH3:23])[N:24]2[CH2:25][CH2:26][C:27]([OH:30])([c:31]3[cH:32][cH:33][c:34]([Cl:37])[cH:35][cH:36]3)[CH2:28][CH2:29]2)=[O:38])[cH:7][cH:8][c:9]1[O:10][Si:11]([CH:12]([CH3:13])[CH3:14])([CH:15]([CH3:16])[CH3:17])[CH:18]([CH3:19])[CH3:20].[Na+:2]>>[F:3][c:4]1[cH:5][c:6]([CH:21]([CH:22]([CH3:23])[N:24]2[CH2:25][CH2:26][C:27]([OH:30])([c:31]3[cH:32][cH:33][c:34]([Cl:37])[cH:35][cH:36]3)[CH2:28][CH2:29]2)[OH:38])[cH:7][cH:8][c:9]1[O:10][Si:11]([CH:12]([CH3:13])[CH3:14])([CH:15]([CH3:16])[CH3:17])[CH:18]([CH3:19])[CH3:20]. Starting materials: C(=O)([O-])[O-].[K+].[K+] (K2CO3), C(=C)C1=CC=C(COC=2C=C(CBr)C=C(C2)OCC2=CC=C(C=C2)C=C)C=C1 (3,5 Di(4-vinyl benzyloxy)benzylbromide), CC(=O)C (acetone), OC=1C=C(CO)C=C(C1)O (3,5-dihydroxybenzyl alcohol). Run in O (water), C(Cl)Cl (methylene chloride), C1(=CC=CC=C1)C (toluene), CCCCCC (hexane). Yields the product C(=C)C1=CC=C(COC=2C=C(COC=3C=C(CO)C=C(C3)OCC3=CC(=CC(=C3)OCC3=CC=C(C=C3)C=C)OCC3=CC=C(C=C3)C=C)C=C(C2)OCC2=CC=C(C=C2)C=C)C=C1 (3,5-di(3,5-di(4-vinylbenzyloxy)benzyloxy)benzylalcohol). Yield: 81.9%. As a reaction SMILES: [CH:1]([C:3]1[CH:28]=[CH:27][C:6]([CH2:7][O:8][C:9]2[CH:10]=[C:11]([CH:14]=[C:15]([O:17][CH2:18][C:19]3[CH:24]=[CH:23][C:22]([CH:25]=[CH2:26])=[CH:21][CH:20]=3)[CH:16]=2)[CH2:12]Br)=[CH:5][CH:4]=1)=[CH2:2].[CH3:29][C:30]([CH3:32])=[O:31].[OH:33][C:34]1[CH:35]=[C:36]([CH:39]=[C:40]([OH:42])[CH:41]=1)[CH2:37][OH:38].[C:43]([O-:46])([O-])=O.[K+].[K+]>C1(C)C=CC=CC=1.CCCCCC.O.C(Cl)Cl>[CH:1]([C:3]1[CH:28]=[CH:27][C:6]([CH2:7][O:8][C:9]2[CH:10]=[C:11]([CH:14]=[C:15]([O:17][CH2:18][C:19]3[CH:24]=[CH:23][C:22]([CH:25]=[CH2:26])=[CH:21][CH:20]=3)[CH:16]=2)[CH2:12][O:31][C:30]2[CH:32]=[C:16]([CH:9]=[C:10]([O:38][CH2:37][C:36]3[CH:35]=[C:34]([O:33][CH2:18][C:19]4[CH:24]=[CH:23][C:22]([CH:25]=[CH2:26])=[CH:21][CH:20]=4)[CH:41]=[C:40]([O:42][CH2:7][C:6]4[CH:5]=[CH:4][C:3]([CH:1]=[CH2:2])=[CH:28][CH:27]=4)[CH:39]=3)[CH:29]=2)[CH2:43][OH:46])=[CH:5][CH:4]=1)=[CH2:2] |f:3.4.5|. Procedure details: A 250 ml flask is charged with 15 g (34.5 mmol, 2.2 eq) of bromide (2) and acetone (100 ml) under an argon atmosphere. To this solution is added 3,5-dihydroxybenzyl alcohol (2.2 g, 15.7 mmol), 0.82 g (31. mmol, 0.2 eq) 18-C-6 and 4.77 g (34-5 mmol, 2.2 eq) of K2CO3 and the mixture is stirred for 48 hours whereupon a yellow suspension is formed. To the mixture is added methylene chloride (200 ml) and water (200 ml). The organic phase is separated, dried over MgSO4 and evaporated to dryness. A dar... Starting materials: ClC=1C(=C(N)C=CC1)[N+](=O)[O-] (3-chloro-2-nitroaniline), Cl (HCl), C(C)O (ethyl alcohol), O.O.[Sn](Cl)Cl (Tin(II) chloride dihydrate), [OH-].[K+] (KOH). Solvent: CCOC(=O)C (EtOAc). Reaction conditions: time 3 hour. Yields the product ClC1=C(C(=CC=C1)N)N (3-chlorobenzene-1,2-diamine). Reaction SMILES: [Cl:1][C:2]1[C:3]([N+:9]([O-])=O)=[C:4]([CH:6]=[CH:7][CH:8]=1)[NH2:5].Cl.C(O)C.O.O.[Sn](Cl)Cl.[OH-].[K+]>CCOC(C)=O>[Cl:1][C:2]1[CH:8]=[CH:7][CH:6]=[C:4]([NH2:5])[C:3]=1[NH2:9] |f:3.4.5,6.7|. Reported procedure: To solution of 3-chloro-2-nitroaniline (10.00 g, 57.95 mmol), 3 N aq. HCl (96.58 mL, 289.7 mmol), and ethyl alcohol (148.6 mL, 57.95 mmol) was added Tin(II) chloride dihydrate (65.96 g, 289.7 mmol) and the mixture was heated under reflux with stirring. After 3 h, the mixture was cooled to room temperature and concentrated under reduced pressure to give a brown syrup. The mixture was cautiously treated with an excess of 10 M KOH (115.9 mL, 1159 mmol, 20 eqv.). The mixture was diluted with EtOAc (... Starting materials: ClC1=C(C=CC=C1)C1=NC(C(N(C2=C1C=C(C=C2)N=C=O)C)=O)(C)C ([5-(o-chlorophenyl)-2,3-dihydro-1,3,3-trimethyl-2-oxo-1H-1,4-benzodiazepin-7-yl]isocyanate), ClC1=C(C=CC=C1)C1=NC(C(N(C2=C1C=C(C=C2)NC(=O)NCCO)C)=O)(C)C (1-[5-(o-chlorophenyl)-2,3-dihydro-1,3,3-trimethyl-2-oxo-1H-1,4-benzodiazepin-7-yl]-3-(2-hydroxyethyl)urea). Run in C(C)(=O)OCC.CCCCCC (ethyl acetate n-hexane). Yields the product NC=1C=CC2=C(C(=NC(C(N2C)=O)(C)C)C2=C(C=CC=C2)Cl)C1 (7-amino-5-(o-chlorophenyl)-1,3-dihydro-1,3,3-trimethyl-2H-1,4-benzodiazepin-2-one). RXN SMILES: [Cl:1][C:2]1[CH:7]=[CH:6][CH:5]=[CH:4][C:3]=1[C:8]1[C:14]2[CH:15]=[C:16]([N:19]=C=O)[CH:17]=[CH:18][C:13]=2[N:12]([CH3:22])[C:11](=[O:23])[C:10]([CH3:25])([CH3:24])[N:9]=1.ClC1C=CC=CC=1C1C2C=C(NC(NCCO)=O)C=CC=2N(C)C(=O)C(C)(C)N=1>C(OCC)(=O)C.CCCCCC>[NH2:19][C:16]1[CH:17]=[CH:18][C:13]2[N:12]([CH3:22])[C:11](=[O:23])[C:10]([CH3:25])([CH3:24])[N:9]=[C:8]([C:3]3[CH:4]=[CH:5][CH:6]=[CH:7][C:2]=3[Cl:1])[C:14]=2[CH:15]=1 |f:2.3|. Procedure: From 8 g (0.024 ml) of 7-amino-5-(o-chlorophenyl)-1,3-dihydro-1,3,3-trimethyl-2H-1,4-benzodiazepin-2-one there is obtained, in analogy to the details in Example 4, via [5-(o-chlorophenyl)-2,3-dihydro-1,3,3-trimethyl-2-oxo-1H-1,4-benzodiazepin-7-yl]isocyanate, 1-[5-(o-chlorophenyl)-2,3-dihydro-1,3,3-trimethyl-2-oxo-1H-1,4-benzodiazepin-7-yl]-3-(2-hydroxyethyl)urea of melting point 85°-110° (ethyl acetate/n-hexane).